Dataset: the Open Reaction Database (ORD), a public repository of structured organic reaction records. Task: describe an organic reaction: reactants, conditions, products, and yield Reactants: BrC1=CC=C(CBr)C=C1 (4-bromobenzylbromide), N1CCCC1 (pyrrolidine), C(C)N(C(C)C)C(C)C (ethyldiisopropylamine). Solvent: C1CCOC1 (THF). Reaction conditions: time 8 hour. The product is BrC1=CC=C(CN2CCCC2)C=C1 (1-(4-bromo-benzyl)-pyrrolidine). As a reaction SMILES: [Br:1][C:2]1[CH:9]=[CH:8][C:5]([CH2:6]Br)=[CH:4][CH:3]=1.[NH:10]1[CH2:14][CH2:13][CH2:12][CH2:11]1.C(N(C(C)C)C(C)C)C>C1COCC1>[Br:1][C:2]1[CH:9]=[CH:8][C:5]([CH2:6][N:10]2[CH2:14][CH2:13][CH2:12][CH2:11]2)=[CH:4][CH:3]=1. Procedure details: A solution of 12.5 g (50 mmol) 4-bromobenzylbromide is slowly added dropwise to a solution of 4.52 mL (55 mmol) pyrrolidine and 10.3 mL (60 mmol) ethyldiisopropylamine in 100 mL THF and stirred overnight at RT. The precipitate is filtered off and the solvent is eliminated i.vac. The product is obtained as a light-brown liquid which is further reacted without purification. Reactants: CCCC[N+](CCCC)(CCCC)CCCC, CN(C)C=O, ClCCc1c[nH]cn1, Cl, [H-], [I-], [Na+], O=C(c1ccccc1)c1ccc(O)cc1. The product is O=C(c1ccccc1)c1ccc(OCCc2c[nH]cn2)cc1. RXN SMILES: [CH2:33]([N+:34]([CH2:35][CH2:36][CH2:37][CH3:38])([CH2:39][CH2:40][CH2:41][CH3:42])[CH2:43][CH2:44][CH2:45][CH3:46])[CH2:47][CH2:48][CH3:49].[CH3:27][N:28]([CH3:29])[CH:30]=[O:31].[Cl:19][CH2:20][CH2:21][c:22]1[n:23][cH:24][nH:25][cH:26]1.[ClH:18].[H-:1].[I-:32].[Na+:2].[OH:3][c:4]1[cH:5][cH:6][c:7]([C:8](=[O:9])[c:10]2[cH:11][cH:12][cH:13][cH:14][cH:15]2)[cH:16][cH:17]1>>[O:3]([c:4]1[cH:5][cH:6][c:7]([C:8](=[O:9])[c:10]2[cH:11][cH:12][cH:13][cH:14][cH:15]2)[cH:16][cH:17]1)[CH2:20][CH2:21][c:22]1[n:23][cH:24][nH:25][cH:26]1.